From a dataset of the Open Reaction Database (ORD), a public repository of structured organic reaction records. describe an organic reaction: reactants, conditions, products, and yield Reactants: [Si](OCCOC)(OCCOC)(OCCOC)CCCNCCN ((CH3OCH2CH2O)3Si(CH2)3NH(CH2)2NH2), (C2H5O)2C6H5Si(CH2)3O(CH2)3NH2, [Si](OCC)(OCC)(OCC)CCCOCCCN ((C2H5O)3Si(CH2)3O(CH2)3NH2), (C2H5O)2CH3Si(CH2)3NH2, [Si](OCC)(OCC)(OCC)CCCOCCN ((C2H5O)3Si(CH2)3O(CH2)2NH2), [Si](OCC)(OCC)(OCC)CCCN ((C2H5O)3Si(CH2)3NH2), [Si](OCCOC)(OCCOC)(OCCOC)CCCN ((CH3OCH2CH2O)3Si(CH2)3NH2), [Si](OCC)(OCC)(OCC)COCCN ((C2H5O)3SiCH2O(CH2)2NH2). Yields the product [Si](OC)(OC)(OC)CCCNCCN ((CH3O)3Si(CH2)3NH(CH2)2NH2). RXN SMILES: [Si:1]([CH2:17][CH2:18][CH2:19][NH:20][CH2:21][CH2:22][NH2:23])([O:12][CH2:13]COC)([O:7][CH2:8]COC)[O:2][CH2:3]COC.[Si](CCCN)(OCC)(OCC)OCC.[Si](CCCN)(OCCOC)(OCCOC)OCCOC.[Si](CCCOCCCN)(OCC)(OCC)OCC.[Si](COCCN)(OCC)(OCC)OCC.[Si](CCCOCCN)(OCC)(OCC)OCC>>[Si:1]([CH2:17][CH2:18][CH2:19][NH:20][CH2:21][CH2:22][NH2:23])([O:7][CH3:8])([O:12][CH3:13])[O:2][CH3:3]. Procedure: (CH3OCH2CH2O)3Si(CH2)3NH(CH2)2NH2 ; (C2H5O)3Si(CH2)3NH2 ; (CH3OCH2CH2O)3Si(CH2)3NH2 ; (C2H5O)3Si(CH2)3O(CH2)3NH2 ; (C2H5O)2C6H5Si(CH2)3O(CH2)3NH2 ; (C2H5O)3SiCH2O(CH2)2NH2 ; (C2H5O)3Si(CH2)3O(CH2)2NH2 ; and (C2H5O)2CH3Si(CH2)3NH2. The reactants are CC(C=C(C=O)C1=CC=CC=C1)C (4-methyl-2-phenyl-2-pentenal), [Cl-].O[NH3+] (hydroxylammonium chloride), C(C)O (ethanol), C([O-])([O-])=O.[Na+].[Na+] (sodium carbonate). Run in O (water), O (water). Reaction conditions: time 5 hour. The product is CC(C=C(C=NO)C1=CC=CC=C1)C (4-methyl-2-phenyl-2-pentenal oxime). The yield is 58.3%. As a reaction SMILES: [CH3:1][CH:2]([CH3:13])[CH:3]=[C:4]([C:7]1[CH:12]=[CH:11][CH:10]=[CH:9][CH:8]=1)[CH:5]=O.[Cl-].[OH:15][NH3+:16].C(O)C.C(=O)([O-])[O-].[Na+].[Na+]>O>[CH3:1][CH:2]([CH3:13])[CH:3]=[C:4]([C:7]1[CH:12]=[CH:11][CH:10]=[CH:9][CH:8]=1)[CH:5]=[N:16][OH:15] |f:1.2,4.5.6|. Procedure: To a solution of 4-methyl-2-phenyl-2-pentenal (5.0 g, 29 mmol) and hydroxylammonium chloride (2.5 g, 36 mmol) in a mixture of absolute ethanol (15 ml) and water (5 ml) was carefully added a solution of sodium carbonate (7.3 g, 69 mmol) in water (20 ml). After stirring for 5 h a precipitate was filtered off and dried in the air. The crude product was purified by column chromatography on silica gel (50 g, cyclohexane/ethyl acetate 3/1) to give 3.2 g of 4-methyl-2-phenyl-2-pentenal oxime as a solid...